From a dataset of the Open Reaction Database (ORD), a public repository of structured organic reaction records. describe an organic reaction: reactants, conditions, products, and yield The reactants are C(C1=CC=CC=C1)C1=CC(=CC=C1)Br (1-Benzyl-3-bromo-benzene), CC1=C(C=CC=C1)P(C2=C(C=CC=C2)C)C3=C(C=CC=C3)C (P(o-tolyl)3), CC(C)(C)[O-].[Na+] (NaOt-Bu), C(C)(C)(C)OC(=O)N1C[C@@H](NCC1)C(C)C (3-(S)-Isopropyl-piperazine-1-carboxylic acid tert-butyl ester). Reagents/catalysts: C=1C=CC(=CC1)/C=C/C(=O)/C=C/C2=CC=CC=C2.C=1C=CC(=CC1)/C=C/C(=O)/C=C/C2=CC=CC=C2.C=1C=CC(=CC1)/C=C/C(=O)/C=C/C2=CC=CC=C2.[Pd].[Pd] (Pd2(dba)3). Solvent: C(Cl)Cl.CO (CH2Cl2 MeOH), C1(=CC=CC=C1)C (toluene). Conditions: temperature 100 celsius. The product is C(C)(C)(C)OC(=O)N1C[C@@H](N(CC1)C1=CC(=CC=C1)CC1=CC=CC=C1)C(C)C (4-(3′-Benzylphenyl)-3-(S)-iso-propyl-piperazine-1-carboxylic acid tert-butyl ester). Isolated yield 22.6%. RXN SMILES: CC1C=CC=CC=1P(C1C=CC=CC=1C)C1C=CC=CC=1C.CC([O-])(C)C.[Na+].[C:29]([O:33][C:34]([N:36]1[CH2:41][CH2:40][NH:39][C@@H:38]([CH:42]([CH3:44])[CH3:43])[CH2:37]1)=[O:35])([CH3:32])([CH3:31])[CH3:30].[CH2:45]([C:52]1[CH:57]=[CH:56][CH:55]=[C:54](Br)[CH:53]=1)[C:46]1[CH:51]=[CH:50][CH:49]=[CH:48][CH:47]=1>C1(C)C=CC=CC=1.C1C=CC(/C=C/C(/C=C/C2C=CC=CC=2)=O)=CC=1.C1C=CC(/C=C/C(/C=C/C2C=CC=CC=2)=O)=CC=1.C1C=CC(/C=C/C(/C=C/C2C=CC=CC=2)=O)=CC=1.[Pd].[Pd].C(Cl)Cl.CO>[C:29]([O:33][C:34]([N:36]1[CH2:41][CH2:40][N:39]([C:54]2[CH:55]=[CH:56][CH:57]=[C:52]([CH2:45][C:46]3[CH:51]=[CH:50][CH:49]=[CH:48][CH:47]=3)[CH:53]=2)[C@@H:38]([CH:42]([CH3:44])[CH3:43])[CH2:37]1)=[O:35])([CH3:32])([CH3:31])[CH3:30] |f:1.2,6.7.8.9.10,11.12|. Procedure: 17.9 mg (19.55 μmol, 0.044 eq.) Pd2(dba)3 and 5.9 mg (19.38 μmol, 0.044 eq.) P(o-tolyl)3 were dissolved in 6 ml dry toluene. Then 58.9 mg (610 μmol, 1.39 eq.) NaOt-Bu was added, followed by a solution of 101 mg (442 μmol) 3-(S)-Isopropyl-piperazine-1-carboxylic acid tert-butyl ester (85) and 110 mg (445 μmol, 1.01 eq.) 1-Benzyl-3-bromo-benzene (87). The resulting mixture was heated at 100° C. for 19 h. After filtrating the reaction mixture through celite the solvent was evaporated. Column chroma... The reactants are O=C([O-])[O-], CC#N, [K+], [K+], O=[N+]([O-])c1ccc(CBr)cc1, c1c[nH]cn1. The product is O=[N+]([O-])c1ccc(Cn2ccnc2)cc1. Reaction SMILES: [C:1](=[O:2])([O-:3])[O-:4].[CH3:23][C:24]#[N:25].[K+:5].[K+:6].[O-:7][N+:8](=[O:9])[c:10]1[cH:11][cH:12][c:13]([CH2:14][Br:15])[cH:16][cH:17]1.[nH:18]1[cH:19][n:20][cH:21][cH:22]1>>[O-:7][N+:8](=[O:9])[c:10]1[cH:11][cH:12][c:13]([CH2:14][n:18]2[cH:19][n:20][cH:21][cH:22]2)[cH:16][cH:17]1. Reactants: NC1=C(C=2OCC=3N(C2C=C1)C=CN3)C(=O)OC (methyl 7-amino-4H-5-oxa-3,9b-diazacyclopenta[a]naphthalene-6-carboxylate), NC1=C(C=2OCC=3N(C2C=C1)C=CN3)C(=O)OC (methyl 7-amino-4H-5-oxa-3,9b-diazacyclopenta[a]naphthalene-6-carboxylate), BrC1=C(C=CC(=C1)F)S(=O)(=O)Cl (2-bromo-4-fluorobenzenesulfonyl chloride), BrC1=C(C=CC(=C1)F)S(=O)(=O)Cl (2-bromo-4-fluorobenzenesulfonyl chloride). Run in N1=CC=CC=C1 (pyridine), C(Cl)Cl (DCM). Run at time 17 hour. The product is BrC1=C(C=CC(=C1)F)S(=O)(=O)NC1=C(C=2OCC=3N(C2C=C1)C=CN3)C(=O)OC (methyl 7-(2-bromo-4-fluorobenzenesulfonylamino)-4H-5-oxa-3,9b-diazacyclopenta[a]naphthalene-6-carboxylate). Isolated yield 80.9%. As a reaction SMILES: [NH2:1][C:2]1[CH:11]=[CH:10][C:9]2[N:8]3[CH:12]=[CH:13][N:14]=[C:7]3[CH2:6][O:5][C:4]=2[C:3]=1[C:15]([O:17][CH3:18])=[O:16].[Br:19][C:20]1[CH:25]=[C:24]([F:26])[CH:23]=[CH:22][C:21]=1[S:27](Cl)(=[O:29])=[O:28]>N1C=CC=CC=1.C(Cl)Cl>[Br:19][C:20]1[CH:25]=[C:24]([F:26])[CH:23]=[CH:22][C:21]=1[S:27]([NH:1][C:2]1[CH:11]=[CH:10][C:9]2[N:8]3[CH:12]=[CH:13][N:14]=[C:7]3[CH2:6][O:5][C:4]=2[C:3]=1[C:15]([O:17][CH3:18])=[O:16])(=[O:29])=[O:28]. Procedure details: A mixture of methyl 7-amino-4H-5-oxa-3,9b-diazacyclopenta[a]naphthalene-6-carboxylate (Intermediate 26, 0.379 g) and 2-bromo-4-fluorobenzenesulfonyl chloride (0.466 g) in pyridine (10 mL) and DCM (10 mL) was stirred at room temperature for 17 hours. A further amount of 2-bromo-4-fluorobenzenesulfonyl chloride (0.190 g) was added and the mixture was stirred at room temperature for 5 hours. The resultant mixture was concentrated in vacuo and the residue was dissolved in DCM and water and passed th... Starting materials: CC1(OC(=O)CC(=O)O1)C (Meldrum's acid), N1=CC=CC=C1 (Pyridine), C1(=CC=CC=C1)CC(=O)Cl (phenylacetyl chloride), ice water, Cl (hydrochloric acid). Run in C(Cl)Cl (methylene chloride). Product: C1(=CC=CC=C1)CC(CC(=O)OC)=O (methyl 4-phenyl-3-oxobutyrate). The yield is 91.6%. Reaction SMILES: C[C:2]1(C)[O:9][C:7](=[O:8])[CH2:6][C:4](=[O:5])O1.N1C=CC=CC=1.[C:17]1([CH2:23]C(Cl)=O)[CH:22]=[CH:21][CH:20]=[CH:19][CH:18]=1.Cl>C(Cl)Cl>[C:17]1([CH2:23][C:4](=[O:5])[CH2:6][C:7]([O:9][CH3:2])=[O:8])[CH:22]=[CH:21][CH:20]=[CH:19][CH:18]=1. Procedure details: In 70 ml of methylene chloride was dissolved 36.03 g (0.25 mol) of Meldrum's acid. Pyridine (38.17 g, 0.48 mol) was used as a base. To the solution was added dropwise 42.52 g (0.275 mol) of phenylacetyl chloride in an ice bath while stirring. After the reaction, ice-water and diluted hydrochloric acid were added to wash. Methylene chloride was evaporated, methanol was added, followed by refluxing, and the solvent was evaporated to give 44 g (91.7%) of methyl 4-phenyl-3-oxobutyrate. Starting materials: FC=1C=C(C(=O)NC2=CC=C(C3=CC=CC=C23)OC2=NC(=NC=C2)S(=O)(=O)C)C=C(C1)N1CCOCC1 (3-fluoro-N-(4-{[2-(methylsulfonyl)pyrimidin-4-yl]oxy}-1-naphthyl)-5-morpholin-4-ylbenzamide), C(C(C)C)N (isobutylamine). The product is FC=1C=C(C(=O)NC2=CC=C(C3=CC=CC=C23)OC2=NC(=NC=C2)NCC(C)C)C=C(C1)N1CCOCC1 (3-Fluoro-N-(4-{[2-(isobutylamino)pyrimidin-4-yl]oxy}-1-naphthyl)-5-morpholin-4-ylbenzamide). Reaction SMILES: [F:1][C:2]1[CH:3]=[C:4]([CH:29]=[C:30]([N:32]2[CH2:37][CH2:36][O:35][CH2:34][CH2:33]2)[CH:31]=1)[C:5]([NH:7][C:8]1[C:17]2[C:12](=[CH:13][CH:14]=[CH:15][CH:16]=2)[C:11]([O:18][C:19]2[CH:24]=[CH:23][N:22]=[C:21](S(C)(=O)=O)[N:20]=2)=[CH:10][CH:9]=1)=[O:6].[CH2:38]([NH2:42])[CH:39]([CH3:41])[CH3:40]>>[F:1][C:2]1[CH:3]=[C:4]([CH:29]=[C:30]([N:32]2[CH2:37][CH2:36][O:35][CH2:34][CH2:33]2)[CH:31]=1)[C:5]([NH:7][C:8]1[C:17]2[C:12](=[CH:13][CH:14]=[CH:15][CH:16]=2)[C:11]([O:18][C:19]2[CH:24]=[CH:23][N:22]=[C:21]([NH:42][CH2:38][CH:39]([CH3:41])[CH3:40])[N:20]=2)=[CH:10][CH:9]=1)=[O:6]. Procedure: Compound is prepared from 3-fluoro-N-(4-{[2-(methylsulfonyl)pyrimidin-4-yl]oxy}-1-naphthyl)-5-morpholin-4-ylbenzamide and isobutylamine according to conditions described in general procedure C. Mp: 96-97° C.; 1H NMR (400 MHz, DMSO-d6) δ 0.60-0.80 (m, 6 H), 1.80 (m, 1 H), 2.89 (s, 2 H), 3.26 (t, J=4.8 Hz, 4 H), 3.77 (t, J=5.2 Hz, 4 H), 6.20-6.40 (bd, 1 H), 7.03-7.07 (m, 1 H), 7.22 (s, 1 H), 7.27 (d, J=8.4 Hz, 1 H), 7.40 (d, J=8.0 Hz, 1 H), 7.47 (s, 1 H), 7.55-7.62 (m, 3 H), 7.81-7.83 (m, 1H), 8.0... Reactants: ClC=1C=C(N)C=CC1Cl (3,4-dichloroaniline), CC(CC(C(=O)OCC(C)C)=O)C (iso-butyl 4-methyl-2-oxopentanoate). The product is C(C(C)C)OC([C@@H](NC1=CC(=C(C=C1)Cl)Cl)CC(C)C)=O (N-(3,4-dichlorophenyl)leucine iso-butyl ester). As a reaction SMILES: [Cl:1][C:2]1[CH:3]=[C:4]([CH:6]=[CH:7][C:8]=1[Cl:9])[NH2:5].[CH3:10][CH:11]([CH3:22])[CH2:12][C:13](=O)[C:14]([O:16][CH2:17][CH:18]([CH3:20])[CH3:19])=[O:15]>>[CH2:17]([O:16][C:14](=[O:15])[C@H:13]([CH2:12][CH:11]([CH3:22])[CH3:10])[NH:5][C:4]1[CH:6]=[CH:7][C:8]([Cl:9])=[C:2]([Cl:1])[CH:3]=1)[CH:18]([CH3:20])[CH3:19]. Procedure details: Following General Procedure AA above and using 3,4-dichloroaniline (Aldrich) and iso-butyl 4-methyl-2-oxopentanoate (prepared by following General Procedure AO above using 4-methyl-2-oxovaleric acid (Fluka) and iso-butanol), the title compound was prepared as an oil. The reaction was monitored by tlc on silica gel (Rf=0.6 in 25% EtOAc/hexanes) and purification was by preparative plate chromatography (silica gel using 25% EtOAc/hexanes as the eluant). Starting materials: S1C(=CC=C1)S (thiophene-2-thiol), C1(CCCCCO1)=O (ε-caprolactone). Product: S1C(=CC=C1)SCCCCCC(=O)O (6-(2-thienylsulfanyl) hexanoic acid). As a reaction SMILES: [S:1]1[CH:5]=[CH:4][CH:3]=[C:2]1[SH:6].[C:7]1(=[O:14])[O:13][CH2:12][CH2:11][CH2:10][CH2:9][CH2:8]1>>[S:1]1[CH:5]=[CH:4][CH:3]=[C:2]1[S:6][CH2:12][CH2:11][CH2:10][CH2:9][CH2:8][C:7]([OH:14])=[O:13]. Procedure: Method in which thiophene-2-thiol is reacted with ε-caprolactone to obtain 6-(2-thienylsulfanyl) hexanoic acid represented by Chemical Formula [5]. The reactants are Cl (hydrochloric acid), C(C)(=O)O.COC=1C=C2C(CCC2=CC1)=O (5-methoxyindan-3-one acetic acid), N1C(CC2=CC=CC=C12)=O (oxindole), N1CCCCC1 (piperidine). Solvent: CN(C=O)C (dimethylformamide), O (water). Run at temperature 130 celsius, time 8 hour. Yields the product COC1=CC=C2C(CC(C2=C1)CC(=O)O)=C1C(NC2=CC=CC=C12)=O ([6-methoxy-3-(2-oxo-1,2-dihydroindol-3-ylidene)-indan-1-yl]-acetic acid). Yield: 30.1%. As a reaction SMILES: [C:1]([OH:4])(=[O:3])[CH3:2].[CH3:5][O:6][C:7]1[CH:8]=[C:9]2[C:13](=[CH:14][CH:15]=1)[CH2:12][CH2:11][C:10]2=O.[NH:17]1[C:25]2[C:20](=[CH:21][CH:22]=[CH:23][CH:24]=2)[CH2:19][C:18]1=[O:26].N1CCCCC1.Cl>CN(C)C=O.O>[CH3:5][O:6][C:7]1[CH:8]=[C:9]2[C:13]([C:12](=[C:19]3[C:20]4[C:25](=[CH:24][CH:23]=[CH:22][CH:21]=4)[NH:17][C:18]3=[O:26])[CH2:11][CH:10]2[CH2:2][C:1]([OH:4])=[O:3])=[CH:14][CH:15]=1 |f:0.1|. Reported procedure: A mixture of 0.66 g 5-methoxyindan-3-one acetic acid, 2.4 g oxindole and 1.0 ml piperidine in 3 ml of dimethylformamide was heated in a sealed tube at 130° C. for 14 hours. Three ml of 6N hydrochloric acid was added to the cooled reaction mixture followed by 3 ml of water. The supernatant was then decanted. The oily residue was heated in 5 ml of ethanol until it dissolved, the solution was then cooled and water was added. After standing overnight, a solid formed which was filtered and washed wit... The reactants are BrC1=C(COCCOCCOC2OCCCC2)C=CC=C1 (2-(2-{2-[(2-Bromobenzyl)oxy]ethoxy}ethoxy)tetrahydro-2H-pyran), C1(=CC=C(C=C1)S(=O)(=O)O)C (p-toluenesulfonic acid), C1CCOC1 (THF), compound 424, O1CCCC=C1 (3,4-dihydro-2H-pyran). Product: BrC1=C(COCCCOC2OCCCC2)C=CC=C1 (2-{3-[(2-Bromobenzyl)oxy]propoxy}tetrahydro-2H-pyran). As a reaction SMILES: [Br:1][C:2]1[CH:21]=[CH:20][CH:19]=[CH:18][C:3]=1[CH2:4][O:5][CH2:6][CH2:7]OCCOC1CCCCO1.[O:22]1[CH:27]=[CH:26][CH2:25][CH2:24][CH2:23]1.C1(C)C=CC(S(O)(=O)=O)=CC=1.C1C[O:42][CH2:41]C1>>[Br:1][C:2]1[CH:21]=[CH:20][CH:19]=[CH:18][C:3]=1[CH2:4][O:5][CH2:6][CH2:7][CH2:41][O:42][CH:27]1[CH2:26][CH2:25][CH2:24][CH2:23][O:22]1. Procedure details: The reaction and work up was conducted as described in the preparation of compound 420. Starting compounds were compound 424 (2.41 g, 9.8 mmol) in 7 mL dry THF, 3,4-dihydro-2H-pyran (0.99 mL, 10.8 mmol) and p-toluenesulfonic acid (37 mg, 0.19 mmol). The crude product was purified by flash chromatography using EtOAc/petroleum ether 1:4 as the eluent to afford the title compound as a pale yellow oil. The reactants are CS(C)=O, O=S(O)c1ccc(F)cc1, O=Cc1ccncc1F, [Na]. Product: O=Cc1ccncc1S(=O)(=O)c1ccc(F)cc1. RXN SMILES: [CH3:21][S:22](=[O:23])[CH3:24].[F:11][c:12]1[cH:13][cH:14][c:15]([S:18](=[O:19])[OH:20])[cH:16][cH:17]1.[F:1][c:2]1[c:3]([CH:4]=[O:5])[cH:6][cH:7][n:8][cH:9]1.[Na:10]>>[c:2]1([S:18]([c:15]2[cH:14][cH:13][c:12]([F:11])[cH:17][cH:16]2)(=[O:19])=[O:20])[c:3]([CH:4]=[O:5])[cH:6][cH:7][n:8][cH:9]1.